From a dataset of the Open Reaction Database (ORD), a public repository of structured organic reaction records. describe an organic reaction: reactants, conditions, products, and yield Reactants: COC(=O)c1ccc(-c2ccccc2)cc1NC(=O)c1cc(C2CCN(CCO[Si](C)(C)C(C)(C)C)CC2)ccc1OCc1ccccc1, CCCC[N+](CCCC)(CCCC)CCCC, CCOC(C)=O, [F-], C1CCOC1, C1CCOC1, O. Yields the product COC(=O)c1ccc(-c2ccccc2)cc1NC(=O)c1cc(C2CCN(CCO)CC2)ccc1OCc1ccccc1. Reaction SMILES: [CH2:29]([c:30]1[cH:31][cH:32][cH:33][cH:34][cH:35]1)[O:36][c:37]1[c:38]([C:39](=[O:40])[NH:41][c:42]2[c:43]([C:44](=[O:45])[O:46][CH3:47])[cH:48][cH:49][c:50](-[c:52]3[cH:53][cH:54][cH:55][cH:56][cH:57]3)[cH:51]2)[cH:58][c:59]([CH:62]2[CH2:63][CH2:64][N:65]([CH2:68][CH2:69][O:70][Si:71]([C:72]([CH3:73])([CH3:74])[CH3:75])([CH3:76])[CH3:77])[CH2:66][CH2:67]2)[cH:60][cH:61]1.[CH2:7]([N+:8]([CH2:9][CH2:10][CH2:11][CH3:12])([CH2:13][CH2:14][CH2:15][CH3:16])[CH2:17][CH2:18][CH2:19][CH3:20])[CH2:21][CH2:22][CH3:23].[CH3:79][CH2:80][O:81][C:82](=[O:83])[CH3:84].[F-:6].[O:1]1[CH2:2][CH2:3][CH2:4][CH2:5]1.[O:24]1[CH2:25][CH2:26][CH2:27][CH2:28]1.[OH2:78]>>[CH2:29]([c:30]1[cH:31][cH:32][cH:33][cH:34][cH:35]1)[O:36][c:37]1[c:38]([C:39](=[O:40])[NH:41][c:42]2[c:43]([C:44](=[O:45])[O:46][CH3:47])[cH:48][cH:49][c:50](-[c:52]3[cH:53][cH:54][cH:55][cH:56][cH:57]3)[cH:51]2)[cH:58][c:59]([CH:62]2[CH2:63][CH2:64][N:65]([CH2:68][CH2:69][OH:70])[CH2:66][CH2:67]2)[cH:60][cH:61]1. Starting materials: C1CCOC1, CCOC(C)=O, N#Cc1cnc(Cl)cc1Cl, [H-], CNC(=O)c1ccccc1N, [Na+]. The product is CNC(=O)c1ccccc1Nc1cc(Cl)ncc1C#N. Reaction SMILES: [CH2:24]1[O:25][CH2:26][CH2:27][CH2:28]1.[CH3:29][CH2:30][O:31][C:32]([CH3:33])=[O:34].[Cl:14][c:15]1[c:16]([C:22]#[N:23])[cH:17][n:18][c:19]([Cl:21])[cH:20]1.[H-:1].[NH2:3][c:4]1[c:5]([C:6](=[O:7])[NH:8][CH3:9])[cH:10][cH:11][cH:12][cH:13]1.[Na+:2]>>[NH:3]([c:4]1[c:5]([C:6](=[O:7])[NH:8][CH3:9])[cH:10][cH:11][cH:12][cH:13]1)[c:15]1[c:16]([C:22]#[N:23])[cH:17][n:18][c:19]([Cl:21])[cH:20]1. The reactants are CCOC(=O)CCCCCCC#N, CCO, CCOCC, Cl. Yields the product CCOC(=N)CCCCCCC(=O)OCC. RXN SMILES: [CH2:2]([CH3:3])[O:4][C:5]([CH2:6][CH2:7][CH2:8][CH2:9][CH2:10][CH2:11][C:12]#[N:13])=[O:14].[CH3:15][CH2:16][OH:17].[CH3:18][CH2:19][O:20][CH2:21][CH3:22].[ClH:1]>>[CH2:2]([CH3:3])[O:4][C:5]([CH2:6][CH2:7][CH2:8][CH2:9][CH2:10][CH2:11][C:12](=[NH:13])[O:17][CH2:16][CH3:15])=[O:14]. The reactants are C(#N)C1(CCC(CC1)=O)C1=CC=CC2=CC=CC=C12 (4-cyano-4-(1-naphthyl)cyclohexanone), C(CO)O (ethylene glycol), ethylene ketal, C(#N)C1(CCC(CC1)=O)C1=CC=CC2=CC=CC=C12 (4-cyano-4-(1-naphthyl)cyclohexanone), [OH-].[K+] (potassium hydroxide). Solvent: O (water). The product is C(=O)(O)C1(CCC(CC1)=O)C1=CC=CC2=CC=CC=C12 (4-carboxy-4-(1-naphthyl)cyclohexanone). Yield: 31.5%. RXN SMILES: [C:1]([C:3]1([C:10]2[C:19]3[C:14](=[CH:15][CH:16]=[CH:17][CH:18]=3)[CH:13]=[CH:12][CH:11]=2)[CH2:8][CH2:7][C:6](=[O:9])[CH2:5][CH2:4]1)#N.[OH-:20].[K+].C(O)C[OH:24]>O>[C:1]([C:3]1([C:10]2[C:19]3[C:14](=[CH:15][CH:16]=[CH:17][CH:18]=3)[CH:13]=[CH:12][CH:11]=2)[CH2:8][CH2:7][C:6](=[O:9])[CH2:5][CH2:4]1)([OH:24])=[O:20] |f:1.2|. Reported procedure: A mixture of 11.21 g. (0.039 mole) of 4-cyano-4-(1-naphthyl)cyclohexanone, ethylene ketal (prepared in Example 23) and 12 g. of potassium hydroxide in 60 ml. of ethylene glycol is heated at reflux for about 16 hours. The resulting solution is allowed to cool, diluted with water and washed with ether. The aqueous layer is covered with ether and then cautiously acidified. The aqueous layer is extracted with two additional portions of ether and the extracts combined. The extracts are evaporated to ... Starting materials: CC1=C(C=CC(=C1)C)S (2,4-dimethyl-benzenethiol), BrC1=C(C(=CC=C1)F)I (1-bromo-3-fluoro-2-iodo-benzene). The product is BrC1=C(C(=CC=C1)F)SC1=C(C=C(C=C1)C)C (1-Bromo-2-(2,4-dimethyl-phenylsulfanyl)-3-fluoro-benzene). RXN SMILES: [CH3:1][C:2]1[CH:7]=[C:6]([CH3:8])[CH:5]=[CH:4][C:3]=1[SH:9].[Br:10][C:11]1[CH:16]=[CH:15][CH:14]=[C:13]([F:17])[C:12]=1I>>[Br:10][C:11]1[CH:16]=[CH:15][CH:14]=[C:13]([F:17])[C:12]=1[S:9][C:3]1[CH:4]=[CH:5][C:6]([CH3:8])=[CH:7][C:2]=1[CH3:1]. Procedure details: Prepared from 2,4-dimethyl-benzenethiol and 1-bromo-3-fluoro-2-iodo-benzene.